From a dataset of the Open Reaction Database (ORD), a public repository of structured organic reaction records. describe an organic reaction: reactants, conditions, products, and yield Reactants: [Br-], CCOCC, C[Mg+], CC(C=O)=CCC1CC=C(C)C1(C)C, Cl, [I-]. Yields the product CC1=CCC(CC(C)C(C)C=O)C1(C)C. As a reaction SMILES: [Br-:1].[CH3:20][CH2:21][O:22][CH2:23][CH3:24].[CH3:2][Mg+:3].[CH3:5][C:6]([CH:7]=[O:8])=[CH:9][CH2:10][CH:11]1[C:12]([CH3:17])([CH3:18])[C:13]([CH3:16])=[CH:14][CH2:15]1.[ClH:19].[I-:4]>>[CH3:2][CH:9]([CH:6]([CH3:5])[CH:7]=[O:8])[CH2:10][CH:11]1[C:12]([CH3:17])([CH3:18])[C:13]([CH3:16])=[CH:14][CH2:15]1. The reactants are FC=1C=C(C=C(C1N1C[C@@H]2N(CC1)CCCC2)F)C(=O)C2=CC=CC=C2 ([3,5-difluoro-4-((R)-octahydropyrido[1,2-a]pyrazin-2-yl)phenyl]-[phenyl]methanone), FC1=CC=C(C(=O)C2=CC=C(C=C2)F)C=C1 (4,4′-difluorobenzophenone). Yields the product FC1=CC=C(C=C1)C(=O)C1=CC=C(C=C1)N1C[C@@H]2N(CC1)CCCC2 ((4-Fluorophenyl)-[4-((R)-octahydropyrido[1,2-a]pyrazin-2-yl)phenyl]methanone). RXN SMILES: F[C:2]1[CH:3]=[C:4]([C:19]([C:21]2[CH:26]=[CH:25][CH:24]=[CH:23][CH:22]=2)=[O:20])[CH:5]=[C:6](F)[C:7]=1[N:8]1[CH2:13][CH2:12][N:11]2[CH2:14][CH2:15][CH2:16][CH2:17][C@@H:10]2[CH2:9]1.[F:27]C1C=CC(C(C2C=CC(F)=CC=2)=O)=CC=1>>[F:27][C:24]1[CH:23]=[CH:22][C:21]([C:19]([C:4]2[CH:5]=[CH:6][C:7]([N:8]3[CH2:13][CH2:12][N:11]4[CH2:14][CH2:15][CH2:16][CH2:17][C@@H:10]4[CH2:9]3)=[CH:2][CH:3]=2)=[O:20])=[CH:26][CH:25]=1. Procedure: 340 mg of the title compound were prepared as described for [3,5-difluoro-4-((R)-octahydropyrido[1,2-a]pyrazin-2-yl)phenyl]-[phenyl]methanone, using 4,4′-difluorobenzophenone instead of 3,4,5-trifluorobenzophenone. Starting materials: S(O)(O)(=O)=O (sulfuric acid), C(C)O (ethanol), BrC=1NC(=C(N1)C#N)C#N (2-bromo-1H-imidazole-4,5-dicarbonitrile), C(C)(=O)OCC (ethyl acetate). The solvent is O (water). RXN SMILES: S(=O)(=O)(O)O.[CH2:6](O)[CH3:7].[Br:9][C:10]1[NH:11][C:12]([C:17]#[N:18])=[C:13]([C:15]#N)[N:14]=1.[C:19]([O:22][CH2:23][CH3:24])(=[O:21])[CH3:20]>O>[Br:9][C:10]1[N:14]([CH2:13][C:15]#[C:6][CH3:7])[C:20]([C:19]([O:22][CH2:23][CH3:24])=[O:21])=[C:12]([C:17]#[N:18])[N:11]=1. Procedure details: 4.56 ml of sulfuric acid was added to 170 ml of ethanol containing 16.80 g of 2-bromo-1H-imidazole-4,5-dicarbonitrile [CAS No. 50847-09-1], and the mixture was heated under reflux for 48 hours. The solution was cooled, and then 500 ml of ethyl acetate and 200 ml of water were added thereto. The organic layer was dried over anhydrous magnesium sulfate, filtered, and concentrated under reduced pressure. The residue was dissolved in N,N-dimethylformamide, and 14.1 g of potassium carbonate and 8.6 m... The product is BrC1=NC(=C(N1CC#CC)C(=O)OCC)C#N (Ethyl 2-bromo-3-(2-butynyl)-5-cyano-3H-imidazole-4-carboxylate). Run at time 18 hour. Reactants: C1CO1, c1ccc2c(c1)Cn1cccc1C(N1CCNCC1)=N2. Product: OCCN1CCN(C2=Nc3ccccc3Cn3cccc32)CC1. RXN SMILES: [CH2:21]1[CH2:22][O:23]1.[N:1]1([C:7]2=[N:8][c:9]3[c:10]([cH:17][cH:18][cH:19][cH:20]3)[CH2:11][n:12]3[c:13]2[cH:14][cH:15][cH:16]3)[CH2:2][CH2:3][NH:4][CH2:5][CH2:6]1>>[N:1]1([C:7]2=[N:8][c:9]3[c:10]([cH:17][cH:18][cH:19][cH:20]3)[CH2:11][n:12]3[c:13]2[cH:14][cH:15][cH:16]3)[CH2:2][CH2:3][N:4]([CH2:21][CH2:22][OH:23])[CH2:5][CH2:6]1. Reaction SMILES: [N+:1]([C:4]1[CH:12]=[CH:11][CH:10]=[CH:9][C:5]=1[C:6](Cl)=[O:7])([O-:3])=[O:2].[N:13]1C=CC=CC=1>>[N+:1]([C:4]1[CH:12]=[CH:11][CH:10]=[CH:9][C:5]=1[C:6]([NH2:13])=[O:7])([O-:3])=[O:2]. Reactants: [N+](=O)([O-])C1=C(C(=O)Cl)C=CC=C1 (nitrobenzoyl chloride), N1=CC=CC=C1 (pyridine). Reported procedure: The free amine obtained from the BOC deprotection step was dissolved in pyridine and nitrobenzoyl chloride (1.2 equiv.) was added to this solution. After stirring for 2 h at 90° C., the reaction mixture was concentrated and the resulting crude product was used for the next step without further purification. Product: [N+](=O)([O-])C1=C(C(=O)N)C=CC=C1 (Nitrobenzamide). Run at temperature 90 celsius, time 2 hour. Reactants: [O-]S(=O)(=O)C(F)(F)F (triflate), NCCC[C@H](CO)NC(C[C@@H](CCCCCCCCCCC)OCC1=CC=CC=C1)=O ((2R)-5-amino-2-[(R)-3-benzyloxytetradecanoylamino]pentan-1-ol). Solvent: C(Cl)Cl (CH2Cl2), C(Cl)Cl (CH2Cl2). Run at time 4 hour. The product is C(C1=CC=CC=C1)O[C@@H](CC(=O)N[C@@H](CO)CCCNCCCCCC=C)CCCCCCCCCCC ((2R)-2-[(R)-3-benzyloxytetradecanoylamino]-5-(hept-6-enyl)amino-pentan-1-ol). RXN SMILES: [O-]S(C(F)(F)F)(=O)=O.[NH2:9][CH2:10][CH2:11][CH2:12][C@@H:13]([NH:16][C:17](=[O:39])[CH2:18][C@H:19]([O:31][CH2:32][C:33]1[CH:38]=[CH:37][CH:36]=[CH:35][CH:34]=1)[CH2:20][CH2:21][CH2:22][CH2:23][CH2:24][CH2:25][CH2:26][CH2:27][CH2:28][CH2:29][CH3:30])[CH2:14][OH:15]>C(Cl)Cl>[CH2:32]([O:31][C@H:19]([CH2:20][CH2:21][CH2:22][CH2:23][CH2:24][CH2:25][CH2:26][CH2:27][CH2:28][CH2:29][CH3:30])[CH2:18][C:17]([NH:16][C@H:13]([CH2:12][CH2:11][CH2:10][NH:9][CH2:23][CH2:22][CH2:21][CH2:20][CH2:19][CH:18]=[CH2:17])[CH2:14][OH:15])=[O:39])[C:33]1[CH:38]=[CH:37][CH:36]=[CH:35][CH:34]=1. Reported procedure: A solution of freshly prepared triflate hereinabove (956 mg; 3.88 mmol.) in CH2Cl2 (10 ml) is added dropwise to a solution of (2R)-5-amino-2-[(R)-3-benzyloxytetradecanoylamino]pentan-1-ol (Section 1.1.2.) (1.69 g; 3.88 mmol) in CH2Cl2 (10 ml) and the mixture is stirred for 4 hours at room temperature under argon flow. After dilution with CH2Cl2, the reaction medium is successively washed with an aqueous saturated solution of NaHCO3 and with H2O. The organic layer thus obtained is dried over MgSO... Starting materials: O=C(O)c1ccc(F)c(Br)n1, COc1ccc(F)c(B(O)O)c1. Yields the product COc1ccc(F)c(-c2nc(C(=O)O)ccc2F)c1. Reaction SMILES: [Br:1][c:2]1[c:3]([F:11])[cH:4][cH:5][c:6]([C:8](=[O:9])[OH:10])[n:7]1.[F:12][c:13]1[c:14]([B:21]([OH:22])[OH:23])[cH:15][c:16]([O:19][CH3:20])[cH:17][cH:18]1>>[c:2]1(-[c:14]2[c:13]([F:12])[cH:18][cH:17][c:16]([O:19][CH3:20])[cH:15]2)[c:3]([F:11])[cH:4][cH:5][c:6]([C:8](=[O:9])[OH:10])[n:7]1.